describe an organic reaction: reactants, conditions, products, and yield From a dataset of the Open Reaction Database (ORD), a public repository of structured organic reaction records. The reactants are [BH4-], CO, COCCOC, COc1ccc(C2CCC(=O)CC2NC(=O)c2ccc(OCC3CC3)c(OCC3CC3)c2)cc1OC, [Na+]. The product is COc1ccc(C2CCC(O)CC2NC(=O)c2ccc(OCC3CC3)c(OCC3CC3)c2)cc1OC. Reaction SMILES: [BH4-:39].[CH3:37][OH:38].[CH3:41][O:42][CH2:43][CH2:44][O:45][CH3:46].[CH:1]1([CH2:4][O:5][c:6]2[cH:7][c:8]([C:9](=[O:10])[NH:11][CH:12]3[CH:13]([c:19]4[cH:20][c:21]([O:27][CH3:28])[c:22]([O:25][CH3:26])[cH:23][cH:24]4)[CH2:14][CH2:15][C:16](=[O:18])[CH2:17]3)[cH:29][cH:30][c:31]2[O:32][CH2:33][CH:34]2[CH2:35][CH2:36]2)[CH2:2][CH2:3]1.[Na+:40]>>[CH:1]1([CH2:4][O:5][c:6]2[cH:7][c:8]([C:9](=[O:10])[NH:11][CH:12]3[CH:13]([c:19]4[cH:20][c:21]([O:27][CH3:28])[c:22]([O:25][CH3:26])[cH:23][cH:24]4)[CH2:14][CH2:15][CH:16]([OH:18])[CH2:17]3)[cH:29][cH:30][c:31]2[O:32][CH2:33][CH:34]2[CH2:35][CH2:36]2)[CH2:2][CH2:3]1. Reactants: C, CO, Cl, [H][H], N=C(N)n1nc(C=Cc2ccccc2)cc1N, [Pd]. Yields the product Cl, N=C(N)n1nc(CCc2ccccc2)cc1N. As a reaction SMILES: [C:23].[CH3:19][OH:20].[ClH:1].[H:21][H:22].[NH2:2][c:3]1[cH:4][c:5]([CH:11]=[CH:12][c:13]2[cH:14][cH:15][cH:16][cH:17][cH:18]2)[n:6][n:7]1[C:8](=[NH:9])[NH2:10].[Pd:24]>>[ClH:1].[NH2:2][c:3]1[cH:4][c:5]([CH2:11][CH2:12][c:13]2[cH:14][cH:15][cH:16][cH:17][cH:18]2)[n:6][n:7]1[C:8](=[NH:9])[NH2:10]. Reactants: CC(Br)c1ccc(C(Cl)(Cl)Cl)nc1, C[S-], CCO, [Na+]. Product: CSC(C)c1ccc(C(Cl)(Cl)Cl)nc1. Reaction SMILES: [Br:1][CH:2]([CH3:3])[c:4]1[cH:5][cH:6][c:7]([C:10]([Cl:11])([Cl:12])[Cl:13])[n:8][cH:9]1.[CH3:14][S-:15].[CH3:17][CH2:18][OH:19].[Na+:16]>>[CH:2]([CH3:3])([c:4]1[cH:5][cH:6][c:7]([C:10]([Cl:11])([Cl:12])[Cl:13])[n:8][cH:9]1)[S:15][CH3:14]. Reactants: C(C)(C)(C)OC(=O)N1[C@@H](CCC1)C=1N(C(=CN1)B(O)O)COCC[Si](C)(C)C ((S)-2-[1-(tert-butoxycarbonyl)pyrrolidin-2-yl]-1-[2-(trimethylsilyl)ethoxymethyl]-1H-imidazol-5-ylboronic acid), BrC=1C2=C(SC1)C(=CS2)Br (3,6-dibromothieno[3,2-b]thiophene), C(=O)([O-])[O-].[Na+].[Na+] (Na2CO3). Reagents/catalysts: C=1C=CC(=CC1)[P](C=2C=CC=CC2)(C=3C=CC=CC3)[Pd]([P](C=4C=CC=CC4)(C=5C=CC=CC5)C=6C=CC=CC6)([P](C=7C=CC=CC7)(C=8C=CC=CC8)C=9C=CC=CC9)[P](C=1C=CC=CC1)(C=1C=CC=CC1)C=1C=CC=CC1 (Pd(PPh3)4). Run in CN(C)C=O (DMF), O (water), O (water). Conditions: temperature 85 celsius, time 48 hour. Product: BrC1=CSC2=C1SC=C2C2=CN=C(N2COCC[Si](C)(C)C)[C@H]2N(CCC2)C(=O)OC(C)(C)C ((2S)-tert-butyl 2-(5-(6-bromothieno[3,2-b]thiophen-3-yl)-1-{[2-(trimethylsilyl)ethoxy]methyl}-1H-imidazol-2-yl)pyrrolidine-1-carboxylate). The yield is 18.0%. As a reaction SMILES: [C:1]([O:5][C:6]([N:8]1[CH2:12][CH2:11][CH2:10][C@H:9]1[C:13]1[N:14]([CH2:21][O:22][CH2:23][CH2:24][Si:25]([CH3:28])([CH3:27])[CH3:26])[C:15](B(O)O)=[CH:16][N:17]=1)=[O:7])([CH3:4])([CH3:3])[CH3:2].[Br:29][C:30]1[C:31]2[S:37][CH:36]=[C:35](Br)[C:32]=2[S:33][CH:34]=1.C([O-])([O-])=O.[Na+].[Na+]>CN(C=O)C.O.C1C=CC([P]([Pd]([P](C2C=CC=CC=2)(C2C=CC=CC=2)C2C=CC=CC=2)([P](C2C=CC=CC=2)(C2C=CC=CC=2)C2C=CC=CC=2)[P](C2C=CC=CC=2)(C2C=CC=CC=2)C2C=CC=CC=2)(C2C=CC=CC=2)C2C=CC=CC=2)=CC=1>[Br:29][C:30]1[C:31]2[S:37][CH:36]=[C:35]([C:15]3[N:14]([CH2:21][O:22][CH2:23][CH2:24][Si:25]([CH3:28])([CH3:27])[CH3:26])[C:13]([C@@H:9]4[CH2:10][CH2:11][CH2:12][N:8]4[C:6]([O:5][C:1]([CH3:4])([CH3:3])[CH3:2])=[O:7])=[N:17][CH:16]=3)[C:32]=2[S:33][CH:34]=1 |f:2.3.4,^1:54,56,75,94|. Procedure details: A mixture of 0.715 mmol), (S)-2-[1-(tert-butoxycarbonyl)pyrrolidin-2-yl]-1-[2-(trimethylsilyl)ethoxymethyl]-1H-imidazol-5-ylboronic acid (3.37), 3,6-dibromothieno[3,2-b]thiophene (3.38) (213 mg, (294 mg, 0.715 mmol), Na2CO3 (303 mg, 2.86 mmol) and Pd(PPh3)4 (83 mg, 0.072 mmol) in DMF (10 mL) and water (1 mL) was stirred under aa at 85° C. for 48 h. After the reaction was completed, the mixture was diluted with water, extracted with DCM, washed with water, dried over Na2SO4, rotovapped and subjec...